Task: describe an organic reaction: reactants, conditions, products, and yield. Dataset: the Open Reaction Database (ORD), a public repository of structured organic reaction records Starting materials: CCO, CS(=O)(=O)O, NC(=O)c1nc[nH]c1N. Yields the product CCOC(=O)c1nc[nH]c1N. Reaction SMILES: [CH3:10][CH2:11][OH:12].[CH3:13][S:14](=[O:15])(=[O:16])[OH:17].[NH2:1][C:2](=[O:3])[c:4]1[n:5][cH:6][nH:7][c:8]1[NH2:9]>>[C:2](=[O:3])([c:4]1[n:5][cH:6][nH:7][c:8]1[NH2:9])[O:12][CH2:11][CH3:10]. Solvent: CO (methanol), ClCCl (dichloromethane). Reaction SMILES: Cl[C:2]1[N:7]=[CH:6][N:5]2[N:8]=[CH:9][C:10]([C:11]([NH:13][CH:14]3[CH2:19][CH2:18][CH2:17][CH2:16][CH2:15]3)=[O:12])=[C:4]2[CH:3]=1.[Cl:20][C:21]1[CH:22]=[C:23]([CH:26]=[CH:27][CH:28]=1)[CH2:24][NH2:25].C(N(CC)C(C)C)(C)C.C(O)C>CO.ClCCl>[Cl:20][C:21]1[CH:22]=[C:23]([CH:26]=[CH:27][CH:28]=1)[CH2:24][NH:25][C:2]1[N:7]=[CH:6][N:5]2[N:8]=[CH:9][C:10]([C:11]([NH:13][CH:14]3[CH2:19][CH2:18][CH2:17][CH2:16][CH2:15]3)=[O:12])=[C:4]2[CH:3]=1. Starting materials: ClC1=CC=2N(C=N1)N=CC2C(=O)NC2CCCCC2 (5-chloro-N-cyclohexylpyrazolo[1,5-c]pyrimidine-3-carboxamide), ClC=1C=C(CN)C=CC1 (3-chlorobenzylamine), C(C)(C)N(C(C)C)CC (N,N-diisopropylethylamine), C(C)O (ethanol). Product: ClC=1C=C(CNC2=CC=3N(C=N2)N=CC3C(=O)NC3CCCCC3)C=CC1 (5-(3-chlorobenzylamino)-N-cyclohexylpyrazolo[1,5-c]pyrimidine-3-carboxamide). The yield is 77.0%. Procedure details: A solution of 5-chloro-N-cyclohexylpyrazolo[1,5-c]pyrimidine-3-carboxamide (28 mg, 0.09 mM, 1.0 equiv), 3-chlorobenzylamine (28 mg, 0.18 mM, 2.0 equiv), N,N-diisopropylethylamine (26 mg, 0.18 mM, 2.0 equiv) and 2 mL of ethanol were microwaved at 120° C. for 10 minutes. TLC (95:5 dichloromethane:methanol) showed reaction complete. The reaction mixture was cooled, the crystalline product collected by filtration, washed with cold ethanol and air dried to yield 29.7 mg (77%) of 5-(3-chlorobenzylamin... The reactants are C=CCc1cccc2c1CCC2=O, CCO, [Rh]. Product: CCCc1cccc2c1CCC2=O. As a reaction SMILES: [CH2:1]([CH:2]=[CH2:3])[c:4]1[c:5]2[c:9]([cH:10][cH:11][cH:12]1)[C:8](=[O:13])[CH2:7][CH2:6]2.[CH3:14][CH2:15][OH:16].[Rh:17]>>[CH2:1]([CH2:2][CH3:3])[c:4]1[c:5]2[c:9]([cH:10][cH:11][cH:12]1)[C:8](=[O:13])[CH2:7][CH2:6]2.